From a dataset of the Open Reaction Database (ORD), a public repository of structured organic reaction records. describe an organic reaction: reactants, conditions, products, and yield Reactants: CC#N, NC(CC1CCCC1)C(=O)O, O=Cc1ccccc1C=O. Product: O=C(O)C(CC1CCCC1)N1Cc2ccccc2C1=O. As a reaction SMILES: [CH3:22][C:23]#[N:24].[NH2:11][CH:12]([C:13](=[O:14])[OH:15])[CH2:16][CH:17]1[CH2:18][CH2:19][CH2:20][CH2:21]1.[c:1]1([CH:9]=[O:10])[c:2]([CH:7]=[O:8])[cH:3][cH:4][cH:5][cH:6]1>>[c:1]12[c:2]([cH:3][cH:4][cH:5][cH:6]1)[C:7](=[O:8])[N:11]([CH:12]([C:13](=[O:14])[OH:15])[CH2:16][CH:17]1[CH2:18][CH2:19][CH2:20][CH2:21]1)[CH2:9]2. The reactants are O=C([O-])[O-], C1COCCO1, [K+], [K+], CCOC(=O)c1cc2cccnc2n(-c2ccccc2)c1=O, O. Yields the product O=C(O)c1cc2cccnc2n(-c2ccccc2)c1=O. As a reaction SMILES: [C:23](=[O:24])([O-:25])[O-:26].[CH2:30]1[O:31][CH2:32][CH2:33][O:34][CH2:35]1.[K+:27].[K+:28].[O:1]=[c:2]1[n:3](-[c:17]2[cH:18][cH:19][cH:20][cH:21][cH:22]2)[c:4]2[n:5][cH:6][cH:7][cH:8][c:9]2[cH:10][c:11]1[C:12](=[O:13])[O:14][CH2:15][CH3:16].[OH2:29]>>[O:1]=[c:2]1[n:3](-[c:17]2[cH:18][cH:19][cH:20][cH:21][cH:22]2)[c:4]2[n:5][cH:6][cH:7][cH:8][c:9]2[cH:10][c:11]1[C:12](=[O:13])[OH:14]. Starting materials: NC1=CC(=C(OC2=C3C(=NC=C2)NC=C3C#N)C=C1)F (4-(4-amino-2-fluorophenoxy)-1H-pyrrolo[2,3-b]pyridine-3-carbonitrile), [OH-].[Na+] (sodium hydroxide), ClC1=NC(=NC(=C1)Cl)N (4,6-dichloropyrimidine-2-amine), Cl (hydrochloric acid). Solvent: O (water). The product is NC1=NC(=CC(=N1)NC1=CC(=C(OC2=C3C(=NC=C2)NC=C3C#N)C=C1)F)Cl (4-(4-{[2-Amino-6-chloropyrimidin-4-yl]amino}-2-fluorophenoxy)-1H-pyrrolo[2,3-b]pyridine-3-carbonitrile). RXN SMILES: [NH2:1][C:2]1[CH:19]=[CH:18][C:5]([O:6][C:7]2[CH:12]=[CH:11][N:10]=[C:9]3[NH:13][CH:14]=[C:15]([C:16]#[N:17])[C:8]=23)=[C:4]([F:20])[CH:3]=1.[Cl:21][C:22]1[CH:27]=[C:26](Cl)[N:25]=[C:24]([NH2:29])[N:23]=1.Cl.[OH-].[Na+]>O>[NH2:29][C:24]1[N:25]=[C:26]([NH:1][C:2]2[CH:19]=[CH:18][C:5]([O:6][C:7]3[CH:12]=[CH:11][N:10]=[C:9]4[NH:13][CH:14]=[C:15]([C:16]#[N:17])[C:8]=34)=[C:4]([F:20])[CH:3]=2)[CH:27]=[C:22]([Cl:21])[N:23]=1 |f:3.4|. Procedure: 49.0 mg (0.18 mmol) of 4-(4-amino-2-fluorophenoxy)-1H-pyrrolo[2,3-b]pyridine-3-carbonitrile and 33.0 mg (0.20 mmol) of 4,6-dichloropyrimidine-2-amine are suspended in 5 ml of water. 0.12 ml (0.24 mmol) of 2N hydrochloric acid is added, and the mixture is heated at reflux overnight. Using concentrated aqueous sodium hydroxide solution, the mixture is made alkaline, and the product is purified by preparative HPLC. Reactants: O=C1CCC(=O)N1Br, ClCCl, CS(=O)(=O)c1ccc(C(=CC2CCCCC2)C(=O)O)cc1[N+](=O)[O-], Nc1nccs1, c1ccc(P(c2ccccc2)c2ccccc2)cc1. Product: CS(=O)(=O)c1ccc(C(=CC2CCCCC2)C(=O)Nc2nccs2)cc1[N+](=O)[O-]. RXN SMILES: [Br:20][N:21]1[C:22](=[O:23])[CH2:24][CH2:25][C:26]1=[O:27].[CH2:58]([Cl:59])[Cl:60].[CH:28]1([CH:34]=[C:35]([C:36](=[O:37])[OH:38])[c:39]2[cH:40][c:41]([N+:49](=[O:50])[O-:51])[c:42]([S:45](=[O:46])(=[O:47])[CH3:48])[cH:43][cH:44]2)[CH2:29][CH2:30][CH2:31][CH2:32][CH2:33]1.[NH2:52][c:53]1[s:54][cH:55][cH:56][n:57]1.[c:1]1([P:2]([c:3]2[cH:4][cH:5][cH:6][cH:7][cH:8]2)[c:9]2[cH:10][cH:11][cH:12][cH:13][cH:14]2)[cH:15][cH:16][cH:17][cH:18][cH:19]1>>[CH:28]1([CH:34]=[C:35]([C:36](=[O:38])[NH:52][c:53]2[s:54][cH:55][cH:56][n:57]2)[c:39]2[cH:40][c:41]([N+:49](=[O:50])[O-:51])[c:42]([S:45](=[O:46])(=[O:47])[CH3:48])[cH:43][cH:44]2)[CH2:29][CH2:30][CH2:31][CH2:32][CH2:33]1. The reactants are C1CCOC1, C[Si](C)(C)N=C=O, CC(C)C(=NO)c1c(-c2ccc(F)cc2)nn2ccccc12, c1ccncc1. Product: CC(C)C(=NOC(N)=O)c1c(-c2ccc(F)cc2)nn2ccccc12. Reaction SMILES: [CH2:36]1[O:37][CH2:38][CH2:39][CH2:40]1.[CH3:23][Si:24]([CH3:25])([CH3:26])[N:27]=[C:28]=[O:29].[F:1][c:2]1[cH:3][cH:4][c:5](-[c:8]2[n:9][n:10]3[c:11]([cH:12][cH:13][cH:14][cH:15]3)[c:16]2[C:17]([CH:18]([CH3:19])[CH3:20])=[N:21][OH:22])[cH:6][cH:7]1.[cH:30]1[cH:31][cH:32][n:33][cH:34][cH:35]1>>[F:1][c:2]1[cH:3][cH:4][c:5](-[c:8]2[n:9][n:10]3[c:11]([cH:12][cH:13][cH:14][cH:15]3)[c:16]2[C:17]([CH:18]([CH3:19])[CH3:20])=[N:21][O:22][C:28]([NH2:27])=[O:29])[cH:6][cH:7]1. The reactants are CC(=O)C (acetone), O=C[C@H](O)[C@@H](O)[C@@H](O)[C@H](O)CO (D-galactose), [Sb](Cl)(Cl)(Cl)(Cl)Cl (antimony pentachloride), N1=CC=CC=C1 (pyridine). Reaction conditions: temperature 60 celsius, time 8 hour. Yields the product CC1(O[C@H]2[C@H](O[C@H]3[C@@H]([C@H]2O1)OC(O3)(C)C)CO)C (1,2:3,4-di-O-isopropylidene-α-D-galactopyranose). Yield: 82.9%. As a reaction SMILES: [CH3:1][C:2]([CH3:4])=[O:3].[O:5]=[CH:6][C@@H:7]([C@H:9]([C@H:11]([C@@H:13]([CH2:15][OH:16])[OH:14])[OH:12])O)[OH:8].[Sb](Cl)(Cl)(Cl)(Cl)Cl.N1C=C[CH:26]=[CH:25][CH:24]=1>>[CH3:1][C:2]1([CH3:4])[O:12][C@H:11]2[C@H:9]([C@@H:7]([CH2:6][OH:5])[O:8][C@@H:15]3[O:16][C:25]([CH3:26])([CH3:24])[O:14][C@@H:13]32)[O:3]1. Procedure: To 200 ml of acetone were added 10.0 g of D-galactose and 89.7 mg of antimony pentachloride, and the mixture was refluxed with stirring in a water bath of 60° C. for 8 hours. During this reaction, the refluxing solvent was dried with 20 g of Molecular Sieves 3A interposed between the reaction vessel and the condenser. After completion of the reaction, a small amount of pyridine was added to the reaction mixture, and the acetone was distilled off under reduced pressure. The residue was dissolved ... Reactants: CCO, O=[N+]([O-])c1cccc(C=C2c3ccccc3C=Cc3ccccc32)c1, Cl[Sn](Cl)(Cl)Cl. Yields the product Nc1cccc(C=C2c3ccccc3C=Cc3ccccc32)c1. As a reaction SMILES: [CH3:31][CH2:32][OH:33].[N+:1]([O-:2])(=[O:3])[c:4]1[cH:5][c:6]([CH:7]=[C:8]2[c:9]3[c:10]([cH:19][cH:20][cH:21][cH:22]3)[CH:11]=[CH:12][c:13]3[c:14]2[cH:15][cH:16][cH:17][cH:18]3)[cH:23][cH:24][cH:25]1.[Sn:26]([Cl:27])([Cl:28])([Cl:29])[Cl:30]>>[NH2:1][c:4]1[cH:5][c:6]([CH:7]=[C:8]2[c:9]3[c:10]([cH:19][cH:20][cH:21][cH:22]3)[CH:11]=[CH:12][c:13]3[c:14]2[cH:15][cH:16][cH:17][cH:18]3)[cH:23][cH:24][cH:25]1.